This data is from the Open Reaction Database (ORD), a public repository of structured organic reaction records. The task is: describe an organic reaction: reactants, conditions, products, and yield The reactants are C1=CC(=CC(=C1)Cl)C(=O)OO (mCPBA), C([O-])(O)=O.[Na+] (sodium bicarbonate), COC1=CC2=C3CCCCC3=CN=C2C=C1 (2-methoxy-7,8,9,10-tetrahydrophenanthridine), CSC (Dimethyl sulfide). Run in ClCCl (dichloromethane), ClCCl (dichloromethane). Run at temperature 25 celsius, time 1 hour. Product: COC1=CC=2C=3CCCCC3C=[N+](C2C=C1)[O-] (2-Methoxy-7,8,9,10-tetrahydrophenanthridine N-Oxide). Yield: 89.6%. As a reaction SMILES: [CH3:1][O:2][C:3]1[CH:16]=[CH:15][C:14]2[C:5](=[C:6]3[C:11](=[CH:12][N:13]=2)[CH2:10][CH2:9][CH2:8][CH2:7]3)[CH:4]=1.C1C=C(Cl)C=C(C(OO)=[O:25])C=1.CSC.C(=O)(O)[O-].[Na+]>ClCCl>[CH3:1][O:2][C:3]1[CH:16]=[CH:15][C:14]2[N+:13]([O-:25])=[CH:12][C:11]3[CH2:10][CH2:9][CH2:8][CH2:7][C:6]=3[C:5]=2[CH:4]=1 |f:3.4|. Reported procedure: To a solution of Compound 273 (91.80 g, 430 mmol) in dichloromethane (500 mL) cooled at zero degrees C. was added a solution of mCPBA (55 percent, 161.7 g, 516 mmol) in dichloromethane (900 mL), and the resulting mixture was stirred at 25° C. for 1 hour. Dimethyl sulfide (6.95 mL, 94.6 mmol) was added and stirring was continued for 15 minutes followed by addition of saturated aqueous sodium bicarbonate solution (1000 mL). The organic layer was separated and the aqueous layer was extracted with d...